Task: describe an organic reaction: reactants, conditions, products, and yield. Dataset: the Open Reaction Database (ORD), a public repository of structured organic reaction records Yields the product O=C(O)CCCN1CCC(COC(=O)c2c[nH]c3ccccc23)CC1. Starting materials: C1CCOC1, CC(CC(Cl)(Cl)Cl)OC(=O)CCCN1CCC(COC(=O)c2c[nH]c3ccccc23)CC1, [K+], O=P([O-])(O)O. Reaction SMILES: [CH2:33]1[O:34][CH2:35][CH2:36][CH2:37]1.[Cl:1][C:2]([Cl:3])([Cl:4])[CH2:5][CH:31]([O:6][C:7](=[O:8])[CH2:9][CH2:10][CH2:11][N:12]1[CH2:13][CH2:14][CH:15]([CH2:18][O:19][C:20](=[O:21])[c:22]2[cH:23][nH:24][c:25]3[cH:26][cH:27][cH:28][cH:29][c:30]23)[CH2:16][CH2:17]1)[CH3:32].[K+:43].[P:38]([O-:39])([OH:40])([OH:41])=[O:42]>>[O:6]=[C:7]([OH:8])[CH2:9][CH2:10][CH2:11][N:12]1[CH2:13][CH2:14][CH:15]([CH2:18][O:19][C:20](=[O:21])[c:22]2[cH:23][nH:24][c:25]3[cH:26][cH:27][cH:28][cH:29][c:30]23)[CH2:16][CH2:17]1. Starting materials: solution, sodium bis-(2-methoxy-ethoxy)-dihydroaluminate, NC1=NC(=C(C(=C1C(=O)OCC)C1=CC=C(C=C1)F)C(=O)OC)C(C)C (Amino-3-ethoxycarbonyl-4-(4-fluorophenyl)-6-isopropyl-5-methoxycarbonyl-pyridine), O (water). Run in C1(=CC=CC=C1)C (toluene), O1CCCC1 (tetrahydrofuran), O1CCCC1 (tetrahydrofuran). Reaction conditions: temperature 30 celsius, time 1 hour. Yields the product NC1=NC(=C(C(=C1CO)C1=CC=C(C=C1)F)C(=O)OC)C(C)C (2-Amino-4-(4-fluorophenyl)-3-hydroxymethyl-6-isopropyl-5-methoxycarbonyl-pyridine). RXN SMILES: [NH2:1][C:2]1[C:7]([C:8](OCC)=[O:9])=[C:6]([C:13]2[CH:18]=[CH:17][C:16]([F:19])=[CH:15][CH:14]=2)[C:5]([C:20]([O:22][CH3:23])=[O:21])=[C:4]([CH:24]([CH3:26])[CH3:25])[N:3]=1.O>C1(C)C=CC=CC=1.O1CCCC1>[NH2:1][C:2]1[C:7]([CH2:8][OH:9])=[C:6]([C:13]2[CH:14]=[CH:15][C:16]([F:19])=[CH:17][CH:18]=2)[C:5]([C:20]([O:22][CH3:23])=[O:21])=[C:4]([CH:24]([CH3:26])[CH3:25])[N:3]=1. Reported procedure: 100 ml (0.35 mol) of a 3.5M solution of sodium bis-(2-methoxy-ethoxy)-dihydroaluminate in toluene are initially introduced under argon into 100 ml of tetrahydrofuran p.a. 63 g (175 mmol) of the compound from Example III dissolved in 700 ml of tetrahydrofuran are added dropwise and the mixture is subsequently stirred at 30° C. for 1 h. 2 l of water are cautiously added dropwise. The phases are separated and the aqueous phase is washed twice with 700 ml of ethyl acetate. The combined organic phase...